The task is: describe an organic reaction: reactants, conditions, products, and yield. This data is from the Open Reaction Database (ORD), a public repository of structured organic reaction records. Yield: 34.4%. Procedure: 5-tert-Butyl-indan-1,2-dione 2-oxime (11.67 g) was hydrogenated over 10% palladium on carbon catalyst (2.95 g) using a mixture of 233 ml acetic acid and 15.6 ml concentrated sulfuric acid as solvent. The reaction was run at ambient temperature for 17 hours, under 60 psi hydrogen. After removal of catalyst by filtration, the filtrate was quenched by dropwise addition of ˜30 ml conc. ammonium hydroxide. The quenched mixture was then extracted with ethyl ether, the organic extracts dried with magne... The solvent is C(C)(=O)O (acetic acid), S(O)(O)(=O)=O (sulfuric acid). Reactants: C(C)(C)(C)C=1C=C2CC(C(C2=CC1)=O)=NO (5-tert-Butyl-indan-1,2-dione 2-oxime), [H][H] (hydrogen). Reaction SMILES: [C:1]([C:5]1[CH:6]=[C:7]2[C:11](=[CH:12][CH:13]=1)[C:10](=O)[C:9](=[N:15]O)[CH2:8]2)([CH3:4])([CH3:3])[CH3:2].[H][H]>[Pd].C(O)(=O)C.S(=O)(=O)(O)O>[C:1]([C:5]1[CH:6]=[C:7]2[C:11](=[CH:12][CH:13]=1)[CH2:10][CH:9]([NH2:15])[CH2:8]2)([CH3:4])([CH3:2])[CH3:3]. Yields the product C(C)(C)(C)C=1C=C2CC(CC2=CC1)N (5-tert-Butyl-indan-2-ylamine). The reagents and catalysts are [Pd] (palladium on carbon). Starting materials: FC1=CC=C(C=C1)C1=NSC2=C1C=CC(=C2)O (3-(4-fluoro-phenyl)-benzo[d]isothiazol-6-ol), BrCCCCBr (1,4-dibromobutane). Product: BrCCCCOC1=CC2=C(C(=NS2)C2=CC=C(C=C2)F)C=C1 (6-(4-Bromo-butoxy)-3-(4-fluoro-phenyl)-benzo[d]isothiazole). Reaction SMILES: [F:1][C:2]1[CH:7]=[CH:6][C:5]([C:8]2[C:12]3[CH:13]=[CH:14][C:15]([OH:17])=[CH:16][C:11]=3[S:10][N:9]=2)=[CH:4][CH:3]=1.[Br:18][CH2:19][CH2:20][CH2:21][CH2:22]Br>>[Br:18][CH2:19][CH2:20][CH2:21][CH2:22][O:17][C:15]1[CH:14]=[CH:13][C:12]2[C:8]([C:5]3[CH:4]=[CH:3][C:2]([F:1])=[CH:7][CH:6]=3)=[N:9][S:10][C:11]=2[CH:16]=1. Procedure details: In analogy to example 2.1, 3-(4-fluoro-phenyl)-benzo[d]isothiazol-6-ol and 1,4-dibromobutane were converted to yield 6-(4-Bromo-butoxy)-3-(4-fluoro-phenyl)-benzo[d]isothiazole, MS: 379 (M, 1Br). Reactants: CC(C)(C)OC(=O)N1CCCC1COc1ccc(OCc2ccccc2)cc1, Cl, C1COCCO1. Product: Cl, c1ccc(COc2ccc(OCC3CCCN3)cc2)cc1. As a reaction SMILES: [C:1]([O:2][C:3](=[O:4])[N:8]1[CH:9]([CH2:13][O:14][c:15]2[cH:16][cH:17][c:18]([O:21][CH2:22][c:23]3[cH:24][cH:25][cH:26][cH:27][cH:28]3)[cH:19][cH:20]2)[CH2:10][CH2:11][CH2:12]1)([CH3:5])([CH3:6])[CH3:7].[ClH:29].[O:30]1[CH2:31][CH2:32][O:33][CH2:34][CH2:35]1>>[ClH:29].[NH:8]1[CH:9]([CH2:13][O:14][c:15]2[cH:16][cH:17][c:18]([O:21][CH2:22][c:23]3[cH:24][cH:25][cH:26][cH:27][cH:28]3)[cH:19][cH:20]2)[CH2:10][CH2:11][CH2:12]1.